The task is: describe an organic reaction: reactants, conditions, products, and yield. This data is from the Open Reaction Database (ORD), a public repository of structured organic reaction records. The reactants are ClC(Cl)Cl, Cn1c(=O)cc(N2CCCC(N)C2)n(Cc2ccccc2C#N)c1=O, O=S(Cl)Cl. Yields the product Cn1c(=O)c(Cl)c(N2CCCC(N)C2)n(Cc2ccccc2C#N)c1=O. RXN SMILES: [Cl:30][CH:31]([Cl:32])[Cl:33].[NH2:1][CH:2]1[CH2:3][N:4]([c:8]2[cH:9][c:10](=[O:25])[n:11]([CH3:24])[c:12](=[O:23])[n:13]2[CH2:14][c:15]2[c:16]([C:17]#[N:18])[cH:19][cH:20][cH:21][cH:22]2)[CH2:5][CH2:6][CH2:7]1.[S:26]([Cl:27])([Cl:28])=[O:29]>>[NH2:1][CH:2]1[CH2:3][N:4]([c:8]2[c:9]([Cl:28])[c:10](=[O:25])[n:11]([CH3:24])[c:12](=[O:23])[n:13]2[CH2:14][c:15]2[c:16]([C:17]#[N:18])[cH:19][cH:20][cH:21][cH:22]2)[CH2:5][CH2:6][CH2:7]1. The reactants are NC1=C(C=CC=C1)N[C@H]([C@@H](C(=O)O)NC(=O)OC(C)(C)C)C ((2S,3S)-3-(2-amino-phenylamino)-2-tert-butoxycarbonylamino-butyric acid), Cl.C(C)N=C=NCCCN(C)C (1-ethyl-3-(3-dimethylaminopropyl)carbodiimide hydrochloride). Run in CN(C=O)C (N,N-dimethylformamide). Conditions: time 24 hour. Product: C(C)(C)(C)OC(N[C@@H]1C(NC2=C(N[C@H]1C)C=CC=C2)=O)=O (((2S,3S)-2-methyl-4-oxo-2,3,4,5-tetrahydro-1H-benzo[b][1,4]diazepin-3-yl)-carbamic acid tert-butyl ester). Reaction SMILES: [NH2:1][C:2]1[CH:7]=[CH:6][CH:5]=[CH:4][C:3]=1[NH:8][C@@H:9]([CH3:22])[C@H:10]([NH:14][C:15]([O:17][C:18]([CH3:21])([CH3:20])[CH3:19])=[O:16])[C:11](O)=[O:12].Cl.C(N=C=NCCCN(C)C)C>CN(C)C=O>[C:18]([O:17][C:15](=[O:16])[NH:14][C@H:10]1[C@H:9]([CH3:22])[NH:8][C:3]2[CH:4]=[CH:5][CH:6]=[CH:7][C:2]=2[NH:1][C:11]1=[O:12])([CH3:21])([CH3:20])[CH3:19] |f:1.2|. Reported procedure: To a solution of (2S,3S)-3-(2-amino-phenylamino)-2-tert-butoxycarbonylamino-butyric acid (5.29 g, 17.1 mmol) in N,N-dimethylformamide (50 ml) was added 1-ethyl-3-(3-dimethylaminopropyl)carbodiimide hydrochloride (4.26 g, 22.2 mmol) and the reaction was stirred at ambient temperature for 24 h. The mixture was concentrated in vacuo, diluted with water (100 ml) and extracted with ethyl acetate (2×100 mL). The organic layers were combined, dried over sodium sulfate, filtered and concentrated in vacu... Starting materials: CCCCOC(=O)c1nc(Br)c2ccc(OC3CCCCC3)cc2c1O, CCOC(C)=O, O=C[O-], [NH4+]. The product is CCCCOC(=O)c1ncc2ccc(OC3CCCCC3)cc2c1O. As a reaction SMILES: [CH2:1]([CH2:2][CH2:3][CH3:4])[O:5][C:6](=[O:7])[c:8]1[n:9][c:10]([Br:26])[c:11]2[cH:12][cH:13][c:14]([O:19][CH:20]3[CH2:21][CH2:22][CH2:23][CH2:24][CH2:25]3)[cH:15][c:16]2[c:17]1[OH:18].[CH3:31][CH2:32][O:33][C:34](=[O:35])[CH3:36].[CH:27]([O-:28])=[O:29].[NH4+:30]>>[CH2:1]([CH2:2][CH2:3][CH3:4])[O:5][C:6](=[O:7])[c:8]1[n:9][cH:10][c:11]2[cH:12][cH:13][c:14]([O:19][CH:20]3[CH2:21][CH2:22][CH2:23][CH2:24][CH2:25]3)[cH:15][c:16]2[c:17]1[OH:18]. The reactants are C=O, CO, ClCCl, Cl, c1csc(-c2cnc(N3CCNCC3)c3nnnn23)c1, [Na+], O=C([O-])O. The product is CN1CCN(c2ncc(-c3cccs3)n3nnnc23)CC1. RXN SMILES: [CH2:22]=[O:23].[CH3:32][OH:33].[Cl:24][CH2:25][Cl:26].[ClH:21].[N:1]1([c:7]2[c:8]3[n:9]([c:10](-[c:13]4[s:14][cH:15][cH:16][cH:17]4)[cH:11][n:12]2)[n:18][n:19][n:20]3)[CH2:2][CH2:3][NH:4][CH2:5][CH2:6]1.[Na+:31].[O-:27][C:28]([OH:29])=[O:30]>>[N:1]1([c:7]2[c:8]3[n:9]([c:10](-[c:13]4[s:14][cH:15][cH:16][cH:17]4)[cH:11][n:12]2)[n:18][n:19][n:20]3)[CH2:2][CH2:3][N:4]([CH3:25])[CH2:5][CH2:6]1. Starting materials: CN(C1CN(C(C1)(C)C)CC1=CC=CC=C1)C (N,N,5,5-tetramethyl-1-(phenylmethyl)-3-pyrrolidinamine), Cl (HCl). The reagents and catalysts are [Pd] (Pd/C). Run in CO (MeOH). Reaction conditions: time 8 hour. Yields the product Cl.Cl.CN(C1CNC(C1)(C)C)C (N,N,5,5-tetramethyl-3-pyrrolidinamine dihydrochloride). The yield is 104.2%. Reaction SMILES: [CH3:1][N:2]([CH3:17])[CH:3]1[CH2:7][C:6]([CH3:9])([CH3:8])[N:5](CC2C=CC=CC=2)[CH2:4]1.[ClH:18]>CO.[Pd]>[ClH:18].[ClH:18].[CH3:1][N:2]([CH3:17])[CH:3]1[CH2:7][C:6]([CH3:9])([CH3:8])[NH:5][CH2:4]1 |f:4.5.6|. Procedure details: To a solution of the first eluting enantiomer of N,N,5,5-tetramethyl-1-(phenylmethyl)-3-pyrrolidinamine (1.0607 g, 4.569 mmol) in MeOH (40 mL) was added 1 N aq. HCl (9.1 mL, 9.1 mmol) and 10% Pd/C (50% water, 265 mg). The mixture was hydrogenated overnight and was then filtered through a 0.2 μm PTFE membrane. The solution was concentrated in vacuo, and the residue was azeotroped with MeOH (5×50 mL) to give crude N,N,5,5-tetramethyl-3-pyrrolidinamine dihydrochloride (1.0206 g, >100% crude yield) ... The reactants are CC(C)(C)OC(=O)N1CCCC(CN)C1, CCOC(C)=O, CCN(C(C)C)C(C)C, O=C(Cl)CCl, ClCCl. Yields the product CC(C)(C)OC(=O)N1CCCC(CNC(=O)CCl)C1. As a reaction SMILES: [C:1]([CH3:2])([CH3:3])([CH3:4])[O:5][C:6](=[O:7])[N:8]1[CH2:9][CH:10]([CH2:14][NH2:15])[CH2:11][CH2:12][CH2:13]1.[CH3:33][CH2:34][O:35][C:36](=[O:37])[CH3:38].[CH:21]([N:22]([CH:23]([CH3:24])[CH3:25])[CH2:26][CH3:27])([CH3:28])[CH3:29].[Cl:16][CH2:17][C:18](=[O:19])[Cl:20].[Cl:30][CH2:31][Cl:32]>>[C:1]([CH3:2])([CH3:3])([CH3:4])[O:5][C:6](=[O:7])[N:8]1[CH2:9][CH:10]([CH2:14][NH:15][C:18]([CH2:17][Cl:16])=[O:19])[CH2:11][CH2:12][CH2:13]1. Reactants: [OH-].[Na+] (sodium hydroxide), C(=O)(OCC)C(CCC1=CC=CC=C1)N[C@@H](C)C(=O)C1NC(CC2=CC=CC=C12)C(=O)O (N-(1-carboethoxy-3-phenylpropyl)-L-alanyl-1,2,3,4-tetrahydroisoquinoline-3-carboxylic acid), Cl (hydrochloric acid). Run in O1CCOCC1.O (dioxane water). Reaction conditions: time 1 hour. Product: C(=O)(O)C(CCC1=CC=CC=C1)N[C@@H](C)C(=O)C1NC(CC2=CC=CC=C12)C(=O)O (N-(1-Carboxy-3-phenylpropyl)-L-alanyl-1,2,3,4-tetrahydroisoquinoline-3-carboxylic acid). As a reaction SMILES: [C:1]([CH:6]([NH:15][C@H:16]([C:18]([CH:20]1[C:29]2[C:24](=[CH:25][CH:26]=[CH:27][CH:28]=2)[CH2:23][CH:22]([C:30]([OH:32])=[O:31])[NH:21]1)=[O:19])[CH3:17])[CH2:7][CH2:8][C:9]1[CH:14]=[CH:13][CH:12]=[CH:11][CH:10]=1)([O:3]CC)=[O:2].[OH-].[Na+].Cl>O1CCOCC1.O>[C:1]([CH:6]([NH:15][C@H:16]([C:18]([CH:20]1[C:29]2[C:24](=[CH:25][CH:26]=[CH:27][CH:28]=2)[CH2:23][CH:22]([C:30]([OH:32])=[O:31])[NH:21]1)=[O:19])[CH3:17])[CH2:7][CH2:8][C:9]1[CH:10]=[CH:11][CH:12]=[CH:13][CH:14]=1)([OH:3])=[O:2] |f:1.2,4.5|. Reported procedure: 880 mg of N-(1-carboethoxy-3-phenylpropyl)-L-alanyl-1,2,3,4-tetrahydroisoquinoline-3-carboxylic acid are dissolved in 20 ml of dioxane/water (9:1) and are hydrolyzed at room temperature with 4.5 ml of 1N sodium hydroxide solution. After one hour, the solution is acidified with the equivalent quantity of 1N hydrochloric acid, and the dioxane is largely evaporated off. The residue is extracted several times with ethyl acetate, and, after the solvent has been stripped off, the organic phase is subj...